This data is from the Open Reaction Database (ORD), a public repository of structured organic reaction records. The task is: describe an organic reaction: reactants, conditions, products, and yield Reactants: CC1OC2(CC1)C(CCCC2(C)C)(O)C (2,6,10,10-tetramethyl-1-oxa-spiro[4.5]decan-6-ol), CN(C1=CC=CC=C1)C (N,N-dimethylaniline), C(C(C)C)(=O)Cl (isobutyryl chloride). Yields the product C(C(C)C)(=O)OC1(C2(CCC(O2)C)C(CCC1)(C)C)C (2,6,10,10-Tetramethyl-1-oxa-spiro[4.5]dec-6-yl isobutyrate). Yield: 10.6%. RXN SMILES: [CH3:1][CH:2]1[CH2:6][CH2:5][C:4]2([C:11]([CH3:13])([CH3:12])[CH2:10][CH2:9][CH2:8][C:7]2([CH3:15])[OH:14])[O:3]1.CN(C)C1C=CC=CC=1.[C:25](Cl)(=[O:29])[CH:26]([CH3:28])[CH3:27]>>[C:25]([O:14][C:7]1([CH3:15])[CH2:8][CH2:9][CH2:10][C:11]([CH3:13])([CH3:12])[C:4]21[O:3][CH:2]([CH3:1])[CH2:6][CH2:5]2)(=[O:29])[CH:26]([CH3:28])[CH3:27]. Procedure details: 2.12 g (0.01 M) of 2,6,10,10-tetramethyl-1-oxa-spiro[4.5]decan-6-ol -- isomer A; see Example 1 -- were treated with a mixture of 12.1 g (0.1 M) of N,N-dimethylaniline and 5.3 g (0.05 M) of isobutyryl chloride as indicated in Example 5 to give 0.3 g (ca. 11%) of the desired ester, b.p. 110°/0.5 Torr. Reactants: C1CCOC1, CC(C)(C)OC(=O)OC(=O)OC(C)(C)C, CCOC(C)=O, Cl, O=[N+]([O-])c1cc(N2CCNCC2)ccc1S(=O)(=O)c1ccccc1, [Na+], [OH-], O. Yields the product Nc1cc(N2CCNCC2)ccc1S(=O)(=O)c1ccccc1. As a reaction SMILES: [CH2:43]1[O:44][CH2:45][CH2:46][CH2:47]1.[CH3:27][C:28]([O:29][C:30]([O:31][C:32]([O:33][C:34]([CH3:35])([CH3:36])[CH3:37])=[O:38])=[O:39])([CH3:40])[CH3:41].[CH3:49][CH2:50][O:51][C:52]([CH3:53])=[O:54].[ClH:42].[N+:1]([O-:2])(=[O:3])[c:4]1[cH:5][c:6]([N:19]2[CH2:20][CH2:21][NH:22][CH2:23][CH2:24]2)[cH:7][cH:8][c:9]1[S:10](=[O:11])(=[O:12])[c:13]1[cH:14][cH:15][cH:16][cH:17][cH:18]1.[Na+:26].[OH-:25].[OH2:48]>>[NH2:1][c:4]1[cH:5][c:6]([N:19]2[CH2:20][CH2:21][NH:22][CH2:23][CH2:24]2)[cH:7][cH:8][c:9]1[S:10](=[O:11])(=[O:12])[c:13]1[cH:14][cH:15][cH:16][cH:17][cH:18]1. The reactants are OCCCCCCO, C=COC(C)=O, Cc1ccccc1, C=COCCCCCCOC=C, [Na+], [Na+], O=C([O-])[O-]. Yields the product C=COCCCCCCO. RXN SMILES: [CH2:7]([OH:8])[CH2:9][CH2:10][CH2:11][CH2:12][CH2:13][OH:14].[CH3:15][C:16]([O:17][CH:18]=[CH2:19])=[O:20].[CH3:33][c:34]1[cH:35][cH:36][cH:37][cH:38][cH:39]1.[CH:21](=[CH2:22])[O:23][CH2:24][CH2:25][CH2:26][CH2:27][CH2:28][CH2:29][O:30][CH:31]=[CH2:32].[Na+:1].[Na+:2].[O-:3][C:4](=[O:5])[O-:6]>>[CH:21](=[CH2:22])[O:23][CH2:24][CH2:25][CH2:26][CH2:27][CH2:28][CH2:29][OH:30]. Reactants: BrC1=CC=C(OC[C@@](CO)(O)C)C=C1 ((R)-3-(4-Bromophenoxy)-2-methylpropane-1,2-diol), C1(=CC=C(C=C1)S(=O)(=O)O)C (p-toluenesulfonic acid). The solvent is CC(=O)C (acetone). The product is BrC1=CC=C(OC[C@@]2(OC(OC2)(C)C)C)C=C1 ((S)-4-(4-bromophenoxy)methyl-2,2,4-trimethyl-1,3-dioxolane). Yield: 1729.3%. RXN SMILES: [Br:1][C:2]1[CH:14]=[CH:13][C:5]([O:6][CH2:7][C@:8]([CH3:12])([OH:11])[CH2:9][OH:10])=[CH:4][CH:3]=1.[C:15]1(C)[CH:20]=CC(S(O)(=O)=O)=C[CH:16]=1>CC(C)=O>[Br:1][C:2]1[CH:3]=[CH:4][C:5]([O:6][CH2:7][C@@:8]2([CH3:12])[CH2:9][O:10][C:15]([CH3:20])([CH3:16])[O:11]2)=[CH:13][CH:14]=1. Procedure details: (R)-3-(4-Bromophenoxy)-2-methylpropane-1,2-diol (25 g, 0.1 mol) and p-toluenesulfonic acid (0.91 g, 4.8 mmol) were dissolved in acetone (300 g), followed by stirring under reflux for 5.5 hours. The progress of reaction was monitored by TLC. The generated water was removed by azeotropic distillation with 300 g of solvent under atmospheric pressure, and 300 g of acetone was added during the reaction. After the reaction was completed, the solvent was removed under a reduced pressure and the resulti... Starting materials: COC(=O)c1cc(F)c(CNC=O)nc1Nc1ccc([Si](C)(C)C)cc1F, ClCCl, O=C1CCC(=O)N1Br. Yields the product COC(=O)c1cc(F)c(CNC=O)nc1Nc1ccc(Br)cc1F. Reaction SMILES: [CH3:1][O:2][C:3]([c:4]1[c:5]([NH:15][c:16]2[c:17]([F:26])[cH:18][c:19]([Si:22]([CH3:23])([CH3:24])[CH3:25])[cH:20][cH:21]2)[n:6][c:7]([CH2:11][NH:12][CH:13]=[O:14])[c:8]([F:10])[cH:9]1)=[O:27].[Cl:36][CH2:37][Cl:38].[O:28]=[C:29]1[N:30]([Br:35])[C:31](=[O:32])[CH2:33][CH2:34]1>>[CH3:1][O:2][C:3]([c:4]1[c:5]([NH:15][c:16]2[c:17]([F:26])[cH:18][c:19]([Br:35])[cH:20][cH:21]2)[n:6][c:7]([CH2:11][NH:12][CH:13]=[O:14])[c:8]([F:10])[cH:9]1)=[O:27]. The reactants are C(#N)C1=C(N)C=C(C(=C1OC1CCC1)OC)OC (2-cyano-3-cyclobutyloxy-4,5-dimethoxyaniline), C(C)(=O)N1CC=2C=CC=NC2CC1 (6-acetyl-5,6,7,8-tetrahydro-1,6-naphthyridine). Product: N (ammonia), C1(CCC1)OC1=C(C#N)C(=CC(=C1OC)OC)N=C(C)N1CC=2C=CC=NC2CC1 (2-Cyclobutyloxy-3,4-dimethoxy-6-[1-(5,6,7,8-tetrahydro-1,6-naphthyridin-6-yl)ethylideneamino]benzonitrile). Yield: 48.0%. As a reaction SMILES: [C:1]([C:3]1[C:9]([O:10][CH:11]2[CH2:14][CH2:13][CH2:12]2)=[C:8]([O:15][CH3:16])[C:7]([O:17][CH3:18])=[CH:6][C:4]=1[NH2:5])#[N:2].[C:19]([N:22]1[CH2:31][CH2:30][C:29]2[N:28]=[CH:27][CH:26]=[CH:25][C:24]=2[CH2:23]1)(=O)[CH3:20]>>[NH3:2].[CH:11]1([O:10][C:9]2[C:8]([O:15][CH3:16])=[C:7]([O:17][CH3:18])[CH:6]=[C:4]([N:5]=[C:19]([N:22]3[CH2:31][CH2:30][C:29]4[N:28]=[CH:27][CH:26]=[CH:25][C:24]=4[CH2:23]3)[CH3:20])[C:3]=2[C:1]#[N:2])[CH2:14][CH2:13][CH2:12]1. Procedure: The subtitle compound was prepared from 2-cyano-3-cyclobutyloxy-4,5-dimethoxyaniline and 6-acetyl-5,6,7,8-tetrahydro-1,6-naphthyridine following the procedure described in Example 10(g), allowing the reaction to reflux for 3 hours. The crude product was purified on silica gel eluting with ethyl acetate:methanol:0.880 aqueous ammonia solution (95:5:1, v/v) to give the subtitle compound as a gum (382 mg, 48%). Rf 0.53 (dichloromethane: methanol:0.880 aqueous ammonia 90:10:1, v/v). MS m/z 407 (MH)+... The reactants are COC=1C=CC(=CC1)P2(=S)SP(=S)(S2)C=3C=CC(=CC3)OC (Lawesson's reagent), [F-].C(C1=CC=CC=C1)[N+](C)(C)C (Benzyl trimethyl ammonium fluoride), OC1=C(C(=O)N)C=CC(=C1)N1CCOCC1 (2-hydroxy-4-morpholin-4-yl-benzamide), [Si](C)(C)(C(C)(C)C)Cl (t-butyldimethylsilyl chloride), CCN(C(C)C)C(C)C (Hunig's base). Solvent: O1CCCC1 (tetrahydrofuran). Reaction conditions: time 4 hour. The product is OC1=C(C(=S)N)C=CC(=C1)N1CCOCC1 (2-Hydroxy-4-morpholin-4-yl-thiobenzamide). Reaction SMILES: [OH:1][C:2]1[CH:10]=[C:9]([N:11]2[CH2:16][CH2:15][O:14][CH2:13][CH2:12]2)[CH:8]=[CH:7][C:3]=1[C:4]([NH2:6])=O.[Si](Cl)(C(C)(C)C)(C)C.CCN(C(C)C)C(C)C.COC1C=CC(P2(SP(C3C=CC(OC)=CC=3)(=S)S2)=[S:43])=CC=1.[F-].C([N+](C)(C)C)C1C=CC=CC=1>O1CCCC1>[OH:1][C:2]1[CH:10]=[C:9]([N:11]2[CH2:16][CH2:15][O:14][CH2:13][CH2:12]2)[CH:8]=[CH:7][C:3]=1[C:4]([NH2:6])=[S:43] |f:4.5|. Procedure: To a stirred solution of 2-hydroxy-4-morpholin-4-yl-benzamide (102 mg; 0.46 mmol) and t-butyldimethylsilyl chloride (73 mg; 0.48 mmol) in dry tetrahydrofuran (4 mL) was added Hunig's base (0.084 mL; 0.48 mmol) via syringe at room temperature under a nitrogen atmosphere. After stirring at room temperature for 4 hours, Lawesson's reagent was added (117 mg; 0.28 mmol) in one portion and the resulting solution was stirred for 16 hours. Benzyl trimethyl ammonium fluoride (1.84 mmol) then was added an... The product is S1C(SC1)=C(C(=O)OCC)C(=O)O (Ethyl 2-(1,3-dithietan-2-ylidene)-2-carboxyacetate). Procedure: Diethyl 2-(1,3-dithietan-2-ylidene)malonate was treated with a solution of potassium hydroxide in ethanol. The resultant solid was isolated and purified by the same method as in Example 1 to afford the titled compound as a white solid. (51%). The reactants are S1C(SC1)=C(C(=O)OCC)C(=O)OCC (Diethyl 2-(1,3-dithietan-2-ylidene)malonate), [OH-].[K+] (potassium hydroxide). RXN SMILES: [S:1]1[CH2:4][S:3][C:2]1=[C:5]([C:11]([O:13]CC)=[O:12])[C:6]([O:8][CH2:9][CH3:10])=[O:7].[OH-].[K+]>C(O)C>[S:1]1[CH2:4][S:3][C:2]1=[C:5]([C:11]([OH:13])=[O:12])[C:6]([O:8][CH2:9][CH3:10])=[O:7] |f:1.2|. Solvent: C(C)O (ethanol). Reactants: OC1=C(C2=CC=CC=C2C=C1)C=O (2-Hydroxy-1-naphthaldehyde), ICC (iodoethane), C([O-])([O-])=O.[K+].[K+] (potassium carbonate). Run in CC(=O)C (acetone). Product: C(C)OC1=C(C2=CC=CC=C2C=C1)C=O (2-Ethoxy-1-naphthaldehyde). As a reaction SMILES: [OH:1][C:2]1[CH:11]=[CH:10][C:9]2[C:4](=[CH:5][CH:6]=[CH:7][CH:8]=2)[C:3]=1[CH:12]=[O:13].I[CH2:15][CH3:16].C(=O)([O-])[O-].[K+].[K+]>CC(C)=O>[CH2:15]([O:1][C:2]1[CH:11]=[CH:10][C:9]2[C:4](=[CH:5][CH:6]=[CH:7][CH:8]=2)[C:3]=1[CH:12]=[O:13])[CH3:16] |f:2.3.4|. Procedure: 2-Hydroxy-1-naphthaldehyde (10 g., 0.058 mole) was combined with acetone (120 ml.), iodoethane (9.9 g., 0.063 mole) and anhydrous potassium carbonate (8.0 g., 0.058 mole) and the mixture heated to reflux for 48 hours. The reaction mixture was cooled to room temperature, filtered and filtrate evaporated to solids (9.0 g.) Recrystallization from isopropyl ether afforded purified 2-ethoxy-1-naphthaldehyde in two crops (4.5 g. and 0.5 g., m.p. 106°-109° C.). Reactants: ClCCl, CCOCC, O=[Cr](=O)([O-])O[Cr](=O)(=O)[O-], c1cc[nH+]cc1, c1cc[nH+]cc1, OC(C#Cc1ccco1)c1ccccc1. The product is O=C(C#Cc1ccco1)c1ccccc1. RXN SMILES: [CH2:22]([Cl:23])[Cl:24].[CH2:40]([O:41][CH2:42][CH3:43])[CH3:44].[Cr:1]([O:2][Cr:3]([O-:4])(=[O:5])=[O:6])([O-:7])(=[O:8])=[O:9].[nH+:10]1[cH:11][cH:12][cH:13][cH:14][cH:15]1.[nH+:16]1[cH:17][cH:18][cH:19][cH:20][cH:21]1.[o:25]1[c:26]([C:30]#[C:31][CH:32]([OH:33])[c:34]2[cH:35][cH:36][cH:37][cH:38][cH:39]2)[cH:27][cH:28][cH:29]1>>[o:25]1[c:26]([C:30]#[C:31][C:32](=[O:33])[c:34]2[cH:35][cH:36][cH:37][cH:38][cH:39]2)[cH:27][cH:28][cH:29]1.